This data is from the Open Reaction Database (ORD), a public repository of structured organic reaction records. The task is: describe an organic reaction: reactants, conditions, products, and yield Reactants: O=C([O-])[O-], COC(=O)c1ccc(OS(=O)(=O)C(F)(F)F)c(C2=CCCC2(C)C)c1, COc1cc(B(O)O)c(F)cn1, [K+], [K+], c1ccc(P(c2ccccc2)(c2ccccc2)[Pd](P(c2ccccc2)(c2ccccc2)c2ccccc2)(P(c2ccccc2)(c2ccccc2)c2ccccc2)P(c2ccccc2)(c2ccccc2)c2ccccc2)cc1. The product is COC(=O)c1ccc(-c2cc(OC)ncc2F)c(C2=CCCC2(C)C)c1. As a reaction SMILES: [C:26](=[O:27])([O-:28])[O-:29].[CH3:1][C:2]1([CH3:25])[CH2:3][CH2:4][CH:5]=[C:6]1[c:7]1[cH:8][c:9]([C:10](=[O:11])[O:12][CH3:13])[cH:14][cH:15][c:16]1[O:17][S:18]([C:19]([F:20])([F:21])[F:22])(=[O:23])=[O:24].[F:32][c:33]1[c:34]([B:41]([OH:42])[OH:43])[cH:35][c:36]([O:39][CH3:40])[n:37][cH:38]1.[K+:30].[K+:31].[cH:44]1[cH:45][cH:46][c:47]([P:48]([Pd:49]([P:50]([c:51]2[cH:52][cH:53][cH:54][cH:55][cH:56]2)([c:57]2[cH:58][cH:59][cH:60][cH:61][cH:62]2)[c:63]2[cH:64][cH:65][cH:66][cH:67][cH:68]2)([P:69]([c:70]2[cH:71][cH:72][cH:73][cH:74][cH:75]2)([c:76]2[cH:77][cH:78][cH:79][cH:80][cH:81]2)[c:82]2[cH:83][cH:84][cH:85][cH:86][cH:87]2)[P:88]([c:89]2[cH:90][cH:91][cH:92][cH:93][cH:94]2)([c:95]2[cH:96][cH:97][cH:98][cH:99][cH:100]2)[c:101]2[cH:102][cH:103][cH:104][cH:105][cH:106]2)([c:107]2[cH:108][cH:109][cH:110][cH:111][cH:112]2)[c:113]2[cH:114][cH:115][cH:116][cH:117][cH:118]2)[cH:119][cH:120]1>>[CH3:1][C:2]1([CH3:25])[CH2:3][CH2:4][CH:5]=[C:6]1[c:7]1[cH:8][c:9]([C:10](=[O:11])[O:12][CH3:13])[cH:14][cH:15][c:16]1-[c:34]1[c:33]([F:32])[cH:38][n:37][c:36]([O:39][CH3:40])[cH:35]1. The reactants are OC[C@H]1CCC(N1)=O ((R)-5-hydroxymethyl-2-pyrrolidinone), COC(C)(C)OC (2,2-dimethoxypropane). The reagents and catalysts are C12(C(=O)CC(CC1)C2(C)C)CS(=O)(=O)O (camphorsulfonic acid). Reaction conditions: temperature 88 celsius, time 5 minute. Yields the product CC1(OC[C@@H]2N1C(CC2)=O)C ((R)-3,3-dimethyltetrahydropyrrolo[1,2-c]oxazol-5(3H)-one). The yield is 45.3%. RXN SMILES: [OH:1][CH2:2][C@@H:3]1[NH:7][C:6](=[O:8])[CH2:5][CH2:4]1.CO[C:11](OC)([CH3:13])[CH3:12]>C12(CS(O)(=O)=O)C(C)(C)C(CC1)CC2=O>[CH3:12][C:11]1([CH3:13])[N:7]2[C:6](=[O:8])[CH2:5][CH2:4][C@@H:3]2[CH2:2][O:1]1. Reported procedure: To a mixture consisting of (R)-5-hydroxymethyl-2-pyrrolidinone (50.0 g, 434 mmol) in 2,2-dimethoxypropane (533 mL, 4300 mmol) was added camphorsulfonic acid (2.85 g, 10.8 mmol). The stirring mixture was brought to reflux at 88° C. for 1.5 hours, while removing methanol by distillation. The reaction mixture was subsequently heated to 95° C. for one hour, cooled to room temperature, treated with triethylamine (5 mL), and stirred for 5 minutes. The mixture was then diluted with hexanes-ethyl acetat... Starting materials: Cc1cnc(Nc2ccccc2)n1-c1ccccc1, CN=C=O, c1ccccc1. Yields the product CNC(=O)N(c1ccccc1)c1ncc(C)n1-c1ccccc1. RXN SMILES: [CH3:1][c:2]1[cH:3][n:4][c:5]([NH:13][c:14]2[cH:15][cH:16][cH:17][cH:18][cH:19]2)[n:6]1-[c:7]1[cH:8][cH:9][cH:10][cH:11][cH:12]1.[CH3:20][N:21]=[C:22]=[O:23].[cH:24]1[cH:25][cH:26][cH:27][cH:28][cH:29]1>>[CH3:1][c:2]1[cH:3][n:4][c:5]([N:13]([c:14]2[cH:15][cH:16][cH:17][cH:18][cH:19]2)[C:22]([NH:21][CH3:20])=[O:23])[n:6]1-[c:7]1[cH:8][cH:9][cH:10][cH:11][cH:12]1. Starting materials: solution, [OH-].[Na+] (sodium hydroxide), O (water), C1(=CC=CC=C1)C1(CC[C@@]([C@@H]2CN(C[C@H]12)C([C@H](C1=CC=CC=C1)OC(C)=O)=O)(O)C1=C(C=CC=C1)OC)C1=CC=CC=C1 ((3aS,4S,7aS)-7,7-diphenyl-4-(2- methoxyphenyl)-2-[(S)-2-acetyloxy-2-phenylacetyl]perhydroisoindol-4-ol). Solvent: C(C)O (ethanol). Yields the product C1(=CC=CC=C1)C1(CC[C@@]([C@@H]2CN(C[C@H]12)C([C@H](C1=CC=CC=C1)O)=O)(O)C1=C(C=CC=C1)OC)C1=CC=CC=C1 ((3aS,4S,7aS)-7,7-diphenyl-4-(2-methoxyphenyl)-2-[(S)-2-hydroxy-2-phenylacetyl]perhydroisoindol-4-ol). Isolated yield 80.9%. Reaction SMILES: [OH-].[Na+].O.[C:4]1([C:10]2([C:41]3[CH:46]=[CH:45][CH:44]=[CH:43][CH:42]=3)[C@@H:18]3[C@@H:14]([CH2:15][N:16]([C:19](=[O:31])[C@@H:20]([O:27]C(=O)C)[C:21]4[CH:26]=[CH:25][CH:24]=[CH:23][CH:22]=4)[CH2:17]3)[C@@:13]([C:33]3[CH:38]=[CH:37][CH:36]=[CH:35][C:34]=3[O:39][CH3:40])([OH:32])[CH2:12][CH2:11]2)[CH:9]=[CH:8][CH:7]=[CH:6][CH:5]=1>C(O)C>[C:41]1([C:10]2([C:4]3[CH:5]=[CH:6][CH:7]=[CH:8][CH:9]=3)[C@@H:18]3[C@@H:14]([CH2:15][N:16]([C:19](=[O:31])[C@@H:20]([OH:27])[C:21]4[CH:26]=[CH:25][CH:24]=[CH:23][CH:22]=4)[CH2:17]3)[C@@:13]([C:33]3[CH:38]=[CH:37][CH:36]=[CH:35][C:34]=3[O:39][CH3:40])([OH:32])[CH2:12][CH2:11]2)[CH:46]=[CH:45][CH:44]=[CH:43][CH:42]=1 |f:0.1|. Reported procedure: 1.4 cm 3 of an aqueous 1N solution of sodium hydroxide and then 10 cm3 of water are added to a solution of 0.8 g of (3aS,4S,7aS)-7,7-diphenyl-4-(2- methoxyphenyl)-2-[(S)-2-acetyloxy-2-phenylacetyl]perhydroisoindol-4-ol in 30 cm3 of ethanol. The reaction mixture is refluxed for 1 hour and concentrated to dryness under reduced pressure (2.7 kPa), and the residue is taken up in 50 cm3 of water and then 1.5 cm3 of an aqueous 1N solution of hydrochloric acid and extracted with 40 cm3 of ethyl acetate... The reactants are COC1=CC=C(CNC=2N=CC=C3C4=C(N(C(C23)=O)C)C=C(C=C4)OC[C@H](CC(C)C)NC(OC(C)(C)C)=O)C=C1 ((S)-tert-butyl (1-((4-((4-methoxybenzyl)amino)-6-methyl-5-oxo-5,6-dihydrobenzo[c][2,7]naphthyridin-8-yl)oxy)-4-methylpentan-2-yl)carbamate), C(=O)(C(F)(F)F)O (TFA), C(=O)(C(F)(F)F)O (TFA). Solvent: C(Cl)Cl (DCM), O.C(C)#N (water acetonitrile). Run at temperature 45 celsius. Yields the product C(=O)(C(F)(F)F)O (TFA), NC=1N=CC=C2C3=C(N(C(C12)=O)C)C=C(C=C3)OC[C@H](CC(C)C)N ((S)-4-amino-8-((2-amino-4-methylpentyl)oxy)-6-methylbenzo[c][2,7]naphthyridin-5(6H)-one). The yield is 31.7%. Reaction SMILES: COC1C=CC(C[NH:8][C:9]2[N:10]=[CH:11][CH:12]=[C:13]3[C:18]=2[C:17](=[O:19])[N:16]([CH3:20])[C:15]2[CH:21]=[C:22]([O:25][CH2:26][C@@H:27]([NH:32]C(=O)OC(C)(C)C)[CH2:28][CH:29]([CH3:31])[CH3:30])[CH:23]=[CH:24][C:14]3=2)=CC=1.[C:42]([OH:48])([C:44]([F:47])([F:46])[F:45])=[O:43]>C(Cl)Cl.O.C(#N)C>[C:42]([OH:48])([C:44]([F:47])([F:46])[F:45])=[O:43].[NH2:8][C:9]1[N:10]=[CH:11][CH:12]=[C:13]2[C:18]=1[C:17](=[O:19])[N:16]([CH3:20])[C:15]1[CH:21]=[C:22]([O:25][CH2:26][C@@H:27]([NH2:32])[CH2:28][CH:29]([CH3:30])[CH3:31])[CH:23]=[CH:24][C:14]2=1 |f:3.4|. Procedure: To a stirred solution of (S)-tert-butyl (1-((4-((4-methoxybenzyl)amino)-6-methyl-5-oxo-5,6-dihydrobenzo[c][2,7]naphthyridin-8-yl)oxy)-4-methylpentan-2-yl)carbamate (100 mg, 0.145 mmol) in DCM (10 mL) at rt was added TFA (4 mL, 51.9 mmol) dropwise and the reaction was heated at 45° C. for 12 h. After the completion of reaction, the volatile organics were evaporated under reduced pressure and the residue obtained was purified by prep. HPLC (0.1% TFA in water/acetonitrile as mobile phase) to yield ... The reactants are OC=1C=C2CCC(C2=CC1)=O (5-Hydroxyindanone), FC(C1=CC=C(COC2=CC=C(C=C2)CCl)C=C1)(F)F (1-(4-trifluoromethyl-benzyloxy)-4-chloromethyl-benzene), C(=O)([O-])[O-].[Cs+].[Cs+] (Cs2CO3), CCOCC (Ether). Run in C(C)#N (acetonitrile), O (water). Conditions: time 3 hour. The product is desired product, FC(C1=CC=C(COC2=CC=C(COC=3C=C4CCC(C4=CC3)=O)C=C2)C=C1)(F)F (5-[4-(4-Trifluoromethyl-benzyloxy)-benzyloxy]-indan-1-one). Isolated yield 305.5%. As a reaction SMILES: [OH:1][C:2]1[CH:3]=[C:4]2[C:8](=[CH:9][CH:10]=1)[C:7](=[O:11])[CH2:6][CH2:5]2.[F:12][C:13]([F:31])([F:30])[C:14]1[CH:29]=[CH:28][C:17]([CH2:18][O:19][C:20]2[CH:25]=[CH:24][C:23]([CH2:26]Cl)=[CH:22][CH:21]=2)=[CH:16][CH:15]=1.C([O-])([O-])=O.[Cs+].[Cs+].CCOCC>C(#N)C.O>[F:12][C:13]([F:30])([F:31])[C:14]1[CH:29]=[CH:28][C:17]([CH2:18][O:19][C:20]2[CH:25]=[CH:24][C:23]([CH2:26][O:1][C:2]3[CH:3]=[C:4]4[C:8](=[CH:9][CH:10]=3)[C:7](=[O:11])[CH2:6][CH2:5]4)=[CH:22][CH:21]=2)=[CH:16][CH:15]=1 |f:2.3.4|. Procedure: 5-Hydroxyindanone (1.0 g, 1.1 mmol) was dissolved in acetonitrile (40 mL) with 5E (1.8 g, 1.0 mmol) and Cs2CO3 (4.4 g, 2.2 mmol). The reaction mixture was stirred at RT for 3 h. Ether (25 mL) and water were added and the stirring was continued for another 5 min. The layers were separated and the aqueous layer was extracted with ether (2×20 mL). The combined organics was dried over MgSO4 and concentrated to a tan solid. The crude product was purified by column chromatography eluted with EtOAc and... The reactants are O1C=CC2=NC(=CC=C21)C(=O)OCC (ethyl furo[3,2-b]pyridine-5-carboxylate), BrBr (bromine). The solvent is ClCCl (dichloromethane). Conditions: time 3.5 hour. The product is BrC1=COC=2C1=NC(=CC2)C(=O)OCC (ethyl 3-bromofuro[3,2-b]pyridine-5-carboxylate). The yield is 35.4%. As a reaction SMILES: [O:1]1[C:9]2[C:4](=[N:5][C:6]([C:10]([O:12][CH2:13][CH3:14])=[O:11])=[CH:7][CH:8]=2)[CH:3]=[CH:2]1.[Br:15]Br>ClCCl>[Br:15][C:3]1[C:4]2=[N:5][C:6]([C:10]([O:12][CH2:13][CH3:14])=[O:11])=[CH:7][CH:8]=[C:9]2[O:1][CH:2]=1. Procedure details: To a solution of ethyl furo[3,2-b]pyridine-5-carboxylate (0.30 g, 1.57 mmol) in dichloromethane (5 mL) was added dropwise bromine (7.82 mL, 157 mmol) at room temperature, and the resulting mixture was stirred for 3.5 hr. The reaction mixture was concentrated under reduced pressure, and the residue was dissolved in tetrahydrofuran (5 mL). To this solution was added dropwise a 1 M potassium hydroxide ethanol solution (10 mL) at 0° C., and the resulting mixture was stirred at room temperature for 5...